Dataset: the Open Reaction Database (ORD), a public repository of structured organic reaction records. Task: describe an organic reaction: reactants, conditions, products, and yield Reactants: [BH4-], CCOC(=O)c1cc2ccc(C(C)=O)cc2s1, C1CCOC1, CCO, [Na+]. Yields the product CCOC(=O)c1cc2ccc(C(C)O)cc2s1. As a reaction SMILES: [BH4-:18].[C:1]([CH3:2])(=[O:3])[c:4]1[cH:5][c:6]2[c:7]([cH:8][c:9]([C:11](=[O:12])[O:13][CH2:14][CH3:15])[s:10]2)[cH:16][cH:17]1.[CH2:20]1[O:21][CH2:22][CH2:23][CH2:24]1.[CH3:25][CH2:26][OH:27].[Na+:19]>>[CH:1]([CH3:2])([OH:3])[c:4]1[cH:5][c:6]2[c:7]([cH:8][c:9]([C:11](=[O:12])[O:13][CH2:14][CH3:15])[s:10]2)[cH:16][cH:17]1.